This data is from the Open Reaction Database (ORD), a public repository of structured organic reaction records. The task is: describe an organic reaction: reactants, conditions, products, and yield The reactants are C(C)S(=O)(=O)C1=CC=C(C=C1)C(C(=O)O)CC1CCOCC1 (2-[4-(ethylsulfonyl)phenyl]-3-(tetrahydro-2H-pyran-4-yl)propanoic acid), Cl.CONC (N-methoxymethanamine hydrochloride), Cl.CN(CCCN=C=NCC)C (N-[3-(dimethylamino)propyl]-N′-ethylcarbodiimide hydrochloride), ON1N=NC2=C1C=CC=C2 (1-hydroxybenzotriazole). Run in CN(C=O)C (N,N-dimethylformamide), C(C)N(CC)CC (triethylamine), O (Water). Conditions: time 3 day. Product: C(C)S(=O)(=O)C1=CC=C(C=C1)C(C(C=C)=O)CC1CCOCC1 (4-[4-(ethylsulfonyl)phenyl]-5-(tetrahydro-2H-pyran-4-yl)pent-1-en-3-one). Yield: 89.6%. Reaction SMILES: [CH2:1]([S:3]([C:6]1[CH:11]=[CH:10][C:9]([CH:12]([CH2:16][CH:17]2[CH2:22][CH2:21][O:20][CH2:19][CH2:18]2)[C:13](O)=[O:14])=[CH:8][CH:7]=1)(=[O:5])=[O:4])[CH3:2].Cl.CONC.Cl.CN(C)[CH2:31][CH2:32]CN=C=NCC.ON1C2C=CC=CC=2N=N1>CN(C)C=O.O.C(N(CC)CC)C>[CH2:1]([S:3]([C:6]1[CH:11]=[CH:10][C:9]([CH:12]([CH2:16][CH:17]2[CH2:22][CH2:21][O:20][CH2:19][CH2:18]2)[C:13](=[O:14])[CH:31]=[CH2:32])=[CH:8][CH:7]=1)(=[O:5])=[O:4])[CH3:2] |f:1.2,3.4|. Reported procedure: To a solution of 2-[4-(ethylsulfonyl)phenyl]-3-(tetrahydro-2H-pyran-4-yl)propanoic acid (1.30 g) in N,N-dimethylformamide (20 mL) were added N-methoxymethanamine hydrochloride (582 mg), triethylamine (1.67 mL), N-[3-(dimethylamino)propyl]-N′-ethylcarbodiimide hydrochloride (840 mg) and 1-hydroxybenzotriazole (670 mg), and the mixture was stirred at room temperature for 3 days. Water was added to the reaction mixture, and the mixture was extracted with ethyl acetate. The extract was washed succes... The reactants are ClC=1C(N(C(=C(N1)Cl)C1=CC=CC=C1)CC(=O)OCC1=CC=CC=C1)=O (benzyl (3,5-dichloro-2-oxo-6-phenylpyrazin-1(2H)-yl)acetate), C(C)[Sn](CC)(CC)CC (tetraethyltin). Reagents/catalysts: C=1C=CC(=CC1)[P](C=2C=CC=CC2)(C=3C=CC=CC3)[Pd]([P](C=4C=CC=CC4)(C=5C=CC=CC5)C=6C=CC=CC6)([P](C=7C=CC=CC7)(C=8C=CC=CC8)C=9C=CC=CC9)[P](C=1C=CC=CC1)(C=1C=CC=CC1)C=1C=CC=CC1 (tetrakis(triphenylphosphine)palladium). The solvent is C1(=CC=CC=C1)C (toluene). The product is ClC=1N=C(C(N(C1C1=CC=CC=C1)CC(=O)OCC1=CC=CC=C1)=O)CC (Benzyl (5-chloro-3-ethyl-2-oxo-6-phenylpyrazin-1(2H)-yl)acetate). Reaction SMILES: Cl[C:2]1[C:3](=[O:26])[N:4]([CH2:15][C:16]([O:18][CH2:19][C:20]2[CH:25]=[CH:24][CH:23]=[CH:22][CH:21]=2)=[O:17])[C:5]([C:9]2[CH:14]=[CH:13][CH:12]=[CH:11][CH:10]=2)=[C:6]([Cl:8])[N:7]=1.[CH2:27]([Sn](CC)(CC)CC)[CH3:28]>C1(C)C=CC=CC=1.C1C=CC([P]([Pd]([P](C2C=CC=CC=2)(C2C=CC=CC=2)C2C=CC=CC=2)([P](C2C=CC=CC=2)(C2C=CC=CC=2)C2C=CC=CC=2)[P](C2C=CC=CC=2)(C2C=CC=CC=2)C2C=CC=CC=2)(C2C=CC=CC=2)C2C=CC=CC=2)=CC=1>[Cl:8][C:6]1[N:7]=[C:2]([CH2:27][CH3:28])[C:3](=[O:26])[N:4]([CH2:15][C:16]([O:18][CH2:19][C:20]2[CH:25]=[CH:24][CH:23]=[CH:22][CH:21]=2)=[O:17])[C:5]=1[C:9]1[CH:14]=[CH:13][CH:12]=[CH:11][CH:10]=1 |^1:46,48,67,86|. Procedure: A solution of benzyl (3,5-dichloro-2-oxo-6-phenylpyrazin-1(2H)-yl)acetate [Parlow et al. (2003) J. Med. Chem. 46, 4050-4062] (1.05 g, 2.70 mmol), tetraethyltin (0.641 mL, 3.24 mmol), and tetrakis(triphenylphosphine)palladium (31.0 mg, 0.027 mmol) in toluene (15 mL) was heated at reflux for 5.5 h. The solution was concentrated in vacuo and the crude product purified by silica gel chromatography, eluting with a gradient of CH2Cl2:EtOAc—100:0 to 90:10 to give the title compound. MS: m/z=383 (M+1). Reactants: C(=O)(O)[O-].[Na+] (NaHCO3), C(I)I (methylene iodide), TEA, ice, C(C)[Zn]CC (diethylzinc), CCCCCC (hexane), C(=O)(C(F)(F)F)O (TFA), C(C)(C)(C)OC(=O)N1C(C=2N(CC1)C(=NC2C=C)C)CCC2=CC=C(C=C2)C(F)(F)F (3-methyl-8-[2-(4-trifluoromethyl-phenyl)-ethyl]-1-vinyl-5,6-dihydro-8H-imidazo[1,5-a]pyrazine-7-carboxylic acid tert-butyl ester). The solvent is C(Cl)Cl (DCM), C(Cl)Cl (DCM), C(Cl)Cl (DCM), C(Cl)Cl (DCM). Run at temperature 0 celsius, time 30 minute. Yields the product C1(CC1)C=1N=C(N2C1C(NCC2)CCC2=CC=C(C=C2)C(F)(F)F)C (1-cyclopropyl-3-methyl-8-[2-(4-trifluoromethyl-phenyl)-ethyl]-5,6,7,8-tetrahydro-imidazo[1,5-a]pyrazine). RXN SMILES: [CH2:1]([Zn]CC)C.CCCCCC.C(O)(C(F)(F)F)=O.C(I)I.C(OC([N:29]1[CH2:34][CH2:33][N:32]2[C:35]([CH3:40])=[N:36][C:37]([CH:38]=[CH2:39])=[C:31]2[CH:30]1[CH2:41][CH2:42][C:43]1[CH:48]=[CH:47][C:46]([C:49]([F:52])([F:51])[F:50])=[CH:45][CH:44]=1)=O)(C)(C)C.C([O-])(O)=O.[Na+]>C(Cl)Cl>[CH:38]1([C:37]2[N:36]=[C:35]([CH3:40])[N:32]3[CH2:33][CH2:34][NH:29][CH:30]([CH2:41][CH2:42][C:43]4[CH:48]=[CH:47][C:46]([C:49]([F:50])([F:52])[F:51])=[CH:45][CH:44]=4)[C:31]=23)[CH2:39][CH2:1]1 |f:5.6|. Procedure details: To an ice-cooled solution of 1M diethylzinc in hexane (37.0 ml; 37.000 mmol) in anhydrous DCM (40 ml) was added dropwise a solution of TFA (2.82 ml; 36.924 mmol) in anhydrous DCM (20 ml). After 30 min., a solution of methylene iodide (2.97 ml; 36.924 mmol) in anhydrous DCM (20 ml) was added dropwise to the reaction mixture, and stirring at 0° C. was continued for 10 min. A solution of 3-methyl-8-[2-(4-trifluoromethyl-phenyl)-ethyl]-1-vinyl-5,6-dihydro-8H-imidazo[1,5-a]pyrazine-7-carboxylic acid ... Reactants: C1(=CC=C(C=C1)S(=O)(=O)Cl)C (p-toluenesulfonyl chloride), OCCC1OC2=C(C1)C(=C(C(=C2C)C)OCC2=CC=CC=C2)C (2-(RS)-(2-hydroxyethyl)-2,3-dihydro-5-benzyloxy-4,6,7 -trimethylbenzofurane). Run at temperature 0 celsius, time 3 hour. Yields the product CC=1C=CC(=CC1)S(=O)(=O)O (p-toluenesulfonate). The yield is 177.9%. As a reaction SMILES: [C:1]1([CH3:11])[CH:6]=[CH:5][C:4]([S:7](Cl)(=[O:9])=[O:8])=[CH:3][CH:2]=1.[OH:12]CCC1CC2C(C)=C(OCC3C=CC=CC=3)C(C)=C(C)C=2O1>>[CH3:11][C:1]1[CH:6]=[CH:5][C:4]([S:7]([OH:12])(=[O:9])=[O:8])=[CH:3][CH:2]=1. Procedure details: 105 mg of p-toluenesulfonyl chloride is added to a solution of 156 mg of 2-(RS)-(2-hydroxyethyl)-2,3-dihydro-5-benzyloxy-4,6,7 -trimethylbenzofurane in 0.5 ml cooled to 0° C. The reaction mixture is stirred for 3 hours, then it is acidified and extracted. The organic extracts are dried and evaporated, thus giving 185 mg of raw product, which is then purified with chromatography (SiO2). 153 mg of p-toluenesulfonate of 2[2,3-dihydro-5-benzyloxy-4,6,7-trimethyl-2-(RS)benzofuranyl]ethyl are obtained... The reactants are [N-]=[N+]=[N-].[Li+] (lithium azide), 3'-chloro, Cl[C@H]1C[C@@H](O[C@@H]1CO)N1C(=O)NC(=O)C=C1 (3'-chloro-2',3'-dideoxyuridine), [C@@H]1(C[C@H](O)[C@@H](CO)O1)N1C(=O)NC(=O)C=C1 (2'-deoxyuridine), 5'-hydroxyl. Solvent: CN(C)P(=O)(N(C)C)N(C)C (HMPA). Yields the product C(C)C=1C(NC(N([C@H]2C[C@H](O)[C@@H](CO)O2)C1)=O)=O (2'-Deoxy-5-ethyluridine), desired compound. Reaction SMILES: [C@@H:1]1([N:9]2[CH:16]=[CH:15][C:13](=[O:14])[NH:12][C:10]2=[O:11])[O:8][C@H:5]([CH2:6][OH:7])[C@@H:3]([OH:4])[CH2:2]1.Cl[C@@H:18]1[C@@H](CO)O[C@@H](N2C=CC(=O)NC2=O)[CH2:19]1.[N-]=[N+]=[N-].[Li+]>CN(P(N(C)C)(N(C)C)=O)C>[CH2:18]([C:15]1[C:13](=[O:14])[NH:12][C:10](=[O:11])[N:9]([CH:16]=1)[C@@H:1]1[O:8][C@H:5]([CH2:6][OH:7])[C@@H:3]([OH:4])[CH2:2]1)[CH3:19] |f:2.3|. Procedure details: 5-Chloromercuri-2'-deoxyuridine was prepared from 2'-deoxyuridine (10 g, 0.044 moles) by the procedure of Bergstron and Ruth (J. Carb. Nucl, and Nucl., 4,257, (1977)). 2'-Deoxy-5-ethyluridine was prepared by the method of Berstrom et al., (J. Am. Chem. Soc., 100, 8106, (1978)). The 5'-hydroxyl group was protected by the method of Example 62. The 3'-hydroxyl group was chlorinated and the 5'-hydroxyl was deprotected by the method of Example 64. The 3'-chloro of threo 3'-chloro-2',3'-dideoxyuridine... The reactants are CN(C1=NC=C(C(=C1)C)[N+](=O)[O-])C (N,N,4-trimethyl-5-nitropyridin-2-amine). Reagents/catalysts: [Pd] (palladium on carbon). Run in C(C)O (ethanol). Conditions: time 2 day. The product is CN(C1=NC=C(C(=C1)C)N)C (N2,N2,4-Trimethylpyridine-2,5-diamine). Isolated yield 119.9%. As a reaction SMILES: [CH3:1][N:2]([CH3:13])[C:3]1[CH:8]=[C:7]([CH3:9])[C:6]([N+:10]([O-])=O)=[CH:5][N:4]=1>C(O)C.[Pd]>[CH3:13][N:2]([CH3:1])[C:3]1[CH:8]=[C:7]([CH3:9])[C:6]([NH2:10])=[CH:5][N:4]=1. Reported procedure: To a solution of N,N,4-trimethyl-5-nitropyridin-2-amine (15.7 g, 86.6 mmol) in ethanol (200 ml) was added 10% palladium on carbon (50% wet, 1.57 g), and the mixture was purged with hydrogen and stirred under balloon pressure hydrogen at room temperature for 2 days. The catalyst was removed by filtration, and the filtrate was concentrated in vacuo to give the title compound as a brown solid (15.7 g), which was used next reaction without purification. The reactants are [Al+3], C1CCOC1, CCOCC, CC(CNS(=O)(=O)C(C)C)C1CC=C(c2ccc(C#N)cc2)CC1, [H-], [H-], [H-], [H-], [Li+]. The product is CC(CNS(=O)(=O)C(C)C)C1CC=C(c2ccc(CN)cc2)CC1. RXN SMILES: [Al+3:2].[CH2:36]1[O:37][CH2:38][CH2:39][CH2:40]1.[CH3:31][CH2:32][O:33][CH2:34][CH3:35].[CH3:7][CH:8]([CH3:9])[S:10](=[O:11])(=[O:12])[NH:13][CH2:14][CH:15]([CH3:16])[CH:17]1[CH2:18][CH:19]=[C:20]([c:23]2[cH:24][cH:25][c:26]([C:29]#[N:30])[cH:27][cH:28]2)[CH2:21][CH2:22]1.[H-:1].[H-:4].[H-:5].[H-:6].[Li+:3]>>[CH3:7][CH:8]([CH3:9])[S:10](=[O:11])(=[O:12])[NH:13][CH2:14][CH:15]([CH3:16])[CH:17]1[CH2:18][CH:19]=[C:20]([c:23]2[cH:24][cH:25][c:26]([CH2:29][NH2:30])[cH:27][cH:28]2)[CH2:21][CH2:22]1. Reactants: FC1=C2/C(/C(NC2=CC=C1[N+](=O)[O-])=O)=C/C1=C(N=CN1)C ((Z)-1,3-Dihydro-4-fluoro-3-[(4-methyl-1H-imidazol-5-yl)methylene]-5-nitro-2H-indol-2-one), CCN(C(C)C)C(C)C (Hunig's base), C[Si](C)(C)N=[N+]=[N-] (trimethylsilyl azide). The solvent is C1CCOC1.CCO (THF EtOH). Product: N(=[N+]=[N-])C1=C2/C(/C(NC2=CC=C1[N+](=O)[O-])=O)=C/C1=C(N=CN1)C ((Z)-4-Azido-1,3-dihydro-3-[(4-methyl-1H-imidazol-5-yl)methylene]-5-nitro-2H-indol-2-one). RXN SMILES: F[C:2]1[C:10]([N+:11]([O-:13])=[O:12])=[CH:9][CH:8]=[C:7]2[C:3]=1/[C:4](=[CH:15]/[C:16]1[NH:20][CH:19]=[N:18][C:17]=1[CH3:21])/[C:5](=[O:14])[NH:6]2.CCN(C(C)C)C(C)C.C[Si]([N:35]=[N+:36]=[N-:37])(C)C>C1COCC1.CCO>[N:35]([C:2]1[C:10]([N+:11]([O-:13])=[O:12])=[CH:9][CH:8]=[C:7]2[C:3]=1/[C:4](=[CH:15]/[C:16]1[NH:20][CH:19]=[N:18][C:17]=1[CH3:21])/[C:5](=[O:14])[NH:6]2)=[N+:36]=[N-:37] |f:3.4|. Procedure details: (Z)-1,3-Dihydro-4-fluoro-3-[(4-methyl-1H-imidazol-5-yl)methylene]-5-nitro-2H-indol-2-one (576 mg, 2.0 mmol) (from Example 42 above) was suspended in THF/EtOH (15 mL/8 mL). Hunig's base (diisopropylethyl amine, 5 mL, 30 mmol) (Aldrich) and trimethylsilyl azide (2.6 mL, 20 mmol) (Aldrich) were successively added at r.t. The mixture was heated at reflux for 3 h 20 min. The heterogeneous reaction mixture was cooled to r.t. and the orange suspension was collected by suction filtration. The precipitat... Starting materials: C(C)I (ethyl iodide), BrC=1C(=CC2=C(NC(C(O2)(C)C)=O)C1)C (6-Bromo-2,2,7-trimethyl-4H-benzo[1,4]oxazin-3-one), solution, [OH-].[K+] (potassium hydroxide). The solvent is CS(=O)C (DMSO), CS(=O)C (DMSO). Run at time 8 hour. The product is BrC=1C(=CC2=C(N(C(C(O2)(C)C)=O)CC)C1)C (6-Bromo-4-ethyl-2,2,7-trimethyl-4H-benzo[1,4]oxazin-3-one). Isolated yield 94.3%. Reaction SMILES: [Br:1][C:2]1[C:3]([CH3:15])=[CH:4][C:5]2[O:10][C:9]([CH3:12])([CH3:11])[C:8](=[O:13])[NH:7][C:6]=2[CH:14]=1.[OH-].[K+].[CH2:18](I)[CH3:19]>CS(C)=O>[Br:1][C:2]1[C:3]([CH3:15])=[CH:4][C:5]2[O:10][C:9]([CH3:11])([CH3:12])[C:8](=[O:13])[N:7]([CH2:18][CH3:19])[C:6]=2[CH:14]=1 |f:1.2|. Procedure details: Compound 1B (1.0 g, 3.7 mmol) was dissolved in 25 mL of DMSO and added to a prestirred 2.0 M solution of potassium hydroxide (415 mg, 7.4 mmol) in DMSO. Next, ethyl iodide (0.6 mL, 7.4 mmol) was added and the reaction stirred at room temperature overnight. The reaction was quenched with 75 mL of water and extracted with dichloromethane. The combined organic extracts were dried over magnesium sulfate, filtered and excess solvent removed to yield 1.04 g (95%) of desired product. MS (electrospray):... The reactants are O.[OH-].[Li+] (lithium hydroxide monohydrate), Cl (hydrochloric acid), C1=C(OC=C(C1=O)O)CO (kojic acid), S(=O)(=O)(OCC)OCC (diethyl sulfate). Solvent: O (water). Conditions: time 20 minute. Yields the product CCOCC1=CC(=O)C(=CO1)O (2-ethoxymethyl-5-hydroxy-γ-pyrone). RXN SMILES: O.[OH-].[Li+].[CH:4]1[C:9](=[O:10])[C:8]([OH:11])=[CH:7][O:6][C:5]=1[CH2:12][OH:13].S(OCC)(O[CH2:18][CH3:19])(=O)=O.Cl>O>[CH3:18][CH2:19][O:13][CH2:12][C:5]1[O:6][CH:7]=[C:8]([OH:11])[C:9](=[O:10])[CH:4]=1 |f:0.1.2|. Procedure: 60 ml of water was put in a 100 ml-Erlenmeyer flask, and 10.07 g (0.24 mol) of lithium hydroxide monohydrate and then 11.37 g (0.08 mol) of kojic acid were added thereto and dissolved with stirring. While the temperature of the resulting solution was kept at 40 to 45° C., 14.80 g (0.096 mol) of diethyl sulfate was dropwise added thereto over a period of 20 minutes. Afterwards, the whole was stirred for a further 30 minutes at the same temperature and then overnight at room temperature. The pH of...